Dataset: the Open Reaction Database (ORD), a public repository of structured organic reaction records. Task: describe an organic reaction: reactants, conditions, products, and yield Reactants: CN1CCCC1=O, NC1CCC1, Clc1nc(Cl)c2c(n1)C(c1ccccc1)CC2, O. Yields the product Clc1nc(NC2CCC2)c2c(n1)C(c1ccccc1)CC2. Reaction SMILES: [CH3:24][N:25]1[CH2:26][CH2:27][CH2:28][C:29]1=[O:30].[CH:18]1([NH2:22])[CH2:19][CH2:20][CH2:21]1.[Cl:1][c:2]1[n:3][c:4]([Cl:17])[c:5]2[c:6]([n:7]1)[CH:8]([c:11]1[cH:12][cH:13][cH:14][cH:15][cH:16]1)[CH2:9][CH2:10]2.[OH2:23]>>[Cl:1][c:2]1[n:3][c:4]([NH:22][CH:18]2[CH2:19][CH2:20][CH2:21]2)[c:5]2[c:6]([n:7]1)[CH:8]([c:11]1[cH:12][cH:13][cH:14][cH:15][cH:16]1)[CH2:9][CH2:10]2. Reactants: O=C(CCCCCBr)N1CCCc2ccccc21, C[O-], CO, [Na+], O. Yields the product COCCCCCC(=O)N1CCCc2ccccc21. RXN SMILES: [Br:4][CH2:5][CH2:6][CH2:7][CH2:8][CH2:9][C:10](=[O:11])[N:12]1[CH2:13][CH2:14][CH2:15][c:16]2[cH:17][cH:18][cH:19][cH:20][c:21]21.[CH3:1][O-:2].[CH3:23][OH:24].[Na+:3].[OH2:22]>>[CH3:1][O:2][CH2:5][CH2:6][CH2:7][CH2:8][CH2:9][C:10](=[O:11])[N:12]1[CH2:13][CH2:14][CH2:15][c:16]2[cH:17][cH:18][cH:19][cH:20][c:21]21. Starting materials: CCO, CC(C)(C)OC(=O)N1CCc2ccc([N+](=O)[O-])cc2C1. Yields the product CC(C)(C)OC(=O)N1CCc2ccc(N)cc2C1. RXN SMILES: [CH3:21][CH2:22][OH:23].[N+:1]([O-:2])(=[O:3])[c:4]1[cH:5][cH:6][c:7]2[c:12]([cH:13]1)[CH2:11][N:10]([C:14](=[O:15])[O:16][C:17]([CH3:18])([CH3:19])[CH3:20])[CH2:9][CH2:8]2>>[NH2:1][c:4]1[cH:5][cH:6][c:7]2[c:12]([cH:13]1)[CH2:11][N:10]([C:14](=[O:15])[O:16][C:17]([CH3:18])([CH3:19])[CH3:20])[CH2:9][CH2:8]2. Reactants: ClC1=CC=C(CNC(=O)C2=CN(C3=CC=C(C=C3C2=O)CN2CCOCC2)CCCSC)C=C1 (N-(4-chlorobenzyl)-1-[3-(methylsulfanyl)propyl]-6-(4-morpholinylmethyl)-4-oxo-1,4-dihydro-3-quinolinecarboxamide), O.C1(=CC=C(C=C1)S(=O)(=O)O)C (p-toluenesulfonic acid hydrate), ClC=1C=C(C(=O)OO)C=CC1 (m-chloroperoxybenzoic acid). The solvent is ClCCl (dichloromethane), ClCCl (dichloromethane). Conditions: time 0.5 hour. The product is ClC1=CC=C(CNC(=O)C2=CN(C3=CC=C(C=C3C2=O)CN2CCOCC2)CCCS(=O)C)C=C1 (N-(4-Chlorobenzyl)-1-[3-(methylsulfinyl)propyl]-6-(4-morpholinylmethyl)-4-oxo-1,4-dihydro-3-quinolinecarboxamide). Yield: 67.8%. RXN SMILES: [Cl:1][C:2]1[CH:34]=[CH:33][C:5]([CH2:6][NH:7][C:8]([C:10]2[C:19](=[O:20])[C:18]3[C:13](=[CH:14][CH:15]=[C:16]([CH2:21][N:22]4[CH2:27][CH2:26][O:25][CH2:24][CH2:23]4)[CH:17]=3)[N:12]([CH2:28][CH2:29][CH2:30][S:31][CH3:32])[CH:11]=2)=[O:9])=[CH:4][CH:3]=1.O.C1(C)C=CC(S(O)(=O)=[O:43])=CC=1.ClC1C=C(C=CC=1)C(OO)=O>ClCCl>[Cl:1][C:2]1[CH:34]=[CH:33][C:5]([CH2:6][NH:7][C:8]([C:10]2[C:19](=[O:20])[C:18]3[C:13](=[CH:14][CH:15]=[C:16]([CH2:21][N:22]4[CH2:27][CH2:26][O:25][CH2:24][CH2:23]4)[CH:17]=3)[N:12]([CH2:28][CH2:29][CH2:30][S:31]([CH3:32])=[O:43])[CH:11]=2)=[O:9])=[CH:4][CH:3]=1 |f:1.2|. Reported procedure: A solution of N-(4-chlorobenzyl)-1-[3-(methylsulfanyl)propyl]-6-(4-morpholinylmethyl)-4-oxo-1,4-dihydro-3-quinolinecarboxamide (0.10 gm) from Example No. 61 in dichloromethane (2 mL) at 0° C. is added p-toluenesulfonic acid hydrate (0.04 gm) followed by m-chloroperoxybenzoic acid (˜85%)(0.045 gm). The mixture is stirred for 0.5 hrs. The reaction mixture is diluted with dichloromethane, washed with saturated aqueous sodium sulfite, saturated aqueous sodium bicarbonate, brine, dried (Na2SO4) and c... Starting materials: Brc1cnc2ccccc2c1 (3-bromoquinoline), Cc1noc(C)c1B2OC(C)(C)C(C)(C)O2 (3,5-Dimethylisoxazole-4-boronic acid pinacol ester). The reagents and catalysts are c1c2ccccc2ccc1 (Naphthelene), N\2=C1\N(CCCCC1)CCC/2 (DBU), CC(=O)C (acetone), O (water), CS(=O)(=O)O[Pd]c1ccccc1-c2ccccc2N.CC(C)Oc1cccc(OC(C)C)c1-c2ccccc2P(C3CCCCC3)C4CCCCC4 (Pd G3 µ-OMS Pd G3 µ-OMS). Solvent: C1CCOC1 (THF), O (water), C1CCOC1 (THF), C1CCOC1 (THF), C1CCOC1 (THF), C1CCOC1 (THF). Conditions: temperature 30 celsius, time 600 second. The product is CC1=C(C2=CC(C=CC=C3)=C3N=C2)C(C)=NO1 (3,5-dimethyl-4-(quinolin-3-yl)isoxazole). Isolated yield 0.6%. Reactants: C1CCOC1, CCN(CC)CCCOc1ccc([N+](=O)[O-])c(F)c1, NCc1ccccc1. Product: CCN(CC)CCCOc1ccc([N+](=O)[O-])c(NCc2ccccc2)c1. Reaction SMILES: [CH2:28]1[O:29][CH2:30][CH2:31][CH2:32]1.[F:1][c:2]1[c:3]([N+:17](=[O:18])[O-:19])[cH:4][cH:5][c:6]([O:8][CH2:9][CH2:10][CH2:11][N:12]([CH2:13][CH3:14])[CH2:15][CH3:16])[cH:7]1.[NH2:20][CH2:21][c:22]1[cH:23][cH:24][cH:25][cH:26][cH:27]1>>[c:2]1([NH:20][CH2:21][c:22]2[cH:23][cH:24][cH:25][cH:26][cH:27]2)[c:3]([N+:17](=[O:18])[O-:19])[cH:4][cH:5][c:6]([O:8][CH2:9][CH2:10][CH2:11][N:12]([CH2:13][CH3:14])[CH2:15][CH3:16])[cH:7]1.